This data is from the Open Reaction Database (ORD), a public repository of structured organic reaction records. The task is: describe an organic reaction: reactants, conditions, products, and yield The reactants are C(CCC)/N=C/C1=C(C(=CC=C1F)F)CC (butyl-[1-(2-ethyl-3,6-difluoro-phenyl)-meth-(E)-ylidene]-amine), C(C)(=O)OCC.CCCCCCC (ethyl acetate heptane). Yields the product C(C)C1=C(C=O)C(=CC=C1F)F (2-Ethyl-3,6-difluoro-benzaldehyde). As a reaction SMILES: C(/N=[CH:6]/[C:7]1[C:12]([F:13])=[CH:11][CH:10]=[C:9]([F:14])[C:8]=1[CH2:15][CH3:16])CCC.C(OCC)(=[O:19])C.CCCCCCC>>[CH2:15]([C:8]1[C:9]([F:14])=[CH:10][CH:11]=[C:12]([F:13])[C:7]=1[CH:6]=[O:19])[CH3:16] |f:1.2|. Procedure details: 2-Ethyl-3,6-difluoro-benzaldehyde was prepared from butyl-[1-(2-ethyl-3,6-difluoro-phenyl)-meth-(E)-ylidene]-amine by flash chromatography (silica gel, ethyl acetate/heptane gradient): yellow oil; 1H-NMR (CDCl3): 1.22 (3H, t, CH3), 3.02 (2H, m, CH2), 6.99 (1H, ddd, ArH), 7.23 (1H, ddd, ArH), 10.45 (1H, d, CH═O). Reactants: N#Cc1cc(F)c(F)cc1F, O=S(=O)(O)O. Yields the product NC(=O)c1cc(F)c(F)cc1F. Reaction SMILES: [F:1][c:2]1[c:3]([C:4]#[N:5])[cH:6][c:7]([F:11])[c:8]([F:10])[cH:9]1.[S:12]([OH:13])(=[O:14])(=[O:15])[OH:16]>>[F:1][c:2]1[c:3]([C:4]([NH2:5])=[O:13])[cH:6][c:7]([F:11])[c:8]([F:10])[cH:9]1. Procedure details: A solution of methyl (4E)-4-methyl-5-(4-methylphenyl)-4-pentenoate (17.18 g, 0.079 mol) in dry THF (300 ml) was treated, at −78° C. under nitrogen, with solid lithium aluminum hydride (3.15 g, 0.079 mol) in one portion. After 5 minutes the cooling bath was removed and the reaction allowed to reach room temperature and then cooled to 0° C. and treated successively with water (3.15 ml), 5% aqueous sodium hydroxide (9.45 ml) and water (3.15 ml). The reaction was stirred at room temperature for 30 m... Reaction SMILES: [CH3:1]/[C:2](=[CH:9]\[C:10]1[CH:15]=[CH:14][C:13]([CH3:16])=[CH:12][CH:11]=1)/[CH2:3][CH2:4][C:5](OC)=[O:6].[H-].[Al+3].[Li+].[H-].[H-].[H-]>C1COCC1>[CH3:1]/[C:2](=[CH:9]\[C:10]1[CH:15]=[CH:14][C:13]([CH3:16])=[CH:12][CH:11]=1)/[CH2:3][CH2:4][CH2:5][OH:6] |f:1.2.3.4.5.6|. Run at temperature 0 celsius, time 30 minute. Yield: 83.4%. Reactants: C/C(/CCC(=O)OC)=C\C1=CC=C(C=C1)C (methyl (4E)-4-methyl-5-(4-methylphenyl)-4-pentenoate), [H-].[Al+3].[Li+].[H-].[H-].[H-] (lithium aluminum hydride). The solvent is C1CCOC1 (THF). The product is C/C(/CCCO)=C\C1=CC=C(C=C1)C ((4E)-4-Methyl-5-(4-methylphenyl)-4-penten-1-ol). Yields the product C(CC)(=O)C=1C(CC(CC1O)C1=CC=C(C=C1)S(=O)C)=O (2-Propionyl-3-hydroxy-5-(4(methylsulfinyl)phenyl)-cyclohex-2-en-1-one). Procedure: To a solution of 51.6 g (0.178 mol) of 2-propionyl-3-hydroxy-5-(4-methylthiophenyl)cyclohex-2-en-1-one (prepared as in U.S. Pat. No. 4,555,263) in 150 mL of methylene chloride and 150 mL of glacial acetic acid was added 20.15 g (0.178 mol) of 30 percent hydrogen peroxide dropwise over 20 minutes. The reaction temperature rose 20° to 28° C. at which point, the reaction mixture was cooled in a cold water bath. After 20 minutes, an additional 6.75 g (0.0595 mol) of 30 percent hydrogen peroxide was ... Reactants: C(CC)(=O)C=1C(CC(CC1O)C1=CC=C(C=C1)SC)=O (2-propionyl-3-hydroxy-5-(4-methylthiophenyl)cyclohex-2-en-1-one), OO (hydrogen peroxide), C(C)(=O)O (acetic acid), product, C(C)(=O)O (acetic acid), OO (hydrogen peroxide), product. The solvent is C(Cl)Cl (methylene chloride), C(Cl)Cl (methylene chloride). Run at time 20 minute. RXN SMILES: [C:1]([C:5]1[C:6](=[O:20])[CH2:7][CH:8]([C:12]2[CH:17]=[CH:16][C:15]([S:18][CH3:19])=[CH:14][CH:13]=2)[CH2:9][C:10]=1[OH:11])(=[O:4])[CH2:2][CH3:3].C(O)(=[O:23])C.OO>C(Cl)Cl>[C:1]([C:5]1[C:6](=[O:20])[CH2:7][CH:8]([C:12]2[CH:13]=[CH:14][C:15]([S:18]([CH3:19])=[O:23])=[CH:16][CH:17]=2)[CH2:9][C:10]=1[OH:11])(=[O:4])[CH2:2][CH3:3]. Reactants: C(C)(C)(C)OC(=O)N1CCC(CC1)C(C1CCN(CC1)C1=CC=C(C=C1)OCC(=O)OC)NCC1=CC=CC=C1 (4-[(1-tert-butyloxycarbonylpiperidin-4-yl)-N-benzylaminomethyl]-1-(4-methoxycarbonylmethyloxyphenyl)piperidine), Cl (hydrochloric acid). Yields the product Cl.Cl.COC(=O)COC1=CC=C(C=C1)N1CCC(CC1)C(NCC1=CC=CC=C1)C1CCNCC1 (1-(4-Methoxycarbonylmethyloxyphenyl)-4-[(piperidin-4-yl)-N-benzylaminomethyl]piperidine dihydrochloride). As a reaction SMILES: C(OC([N:8]1[CH2:13][CH2:12][CH:11]([CH:14]([NH:33][CH2:34][C:35]2[CH:40]=[CH:39][CH:38]=[CH:37][CH:36]=2)[CH:15]2[CH2:20][CH2:19][N:18]([C:21]3[CH:26]=[CH:25][C:24]([O:27][CH2:28][C:29]([O:31][CH3:32])=[O:30])=[CH:23][CH:22]=3)[CH2:17][CH2:16]2)[CH2:10][CH2:9]1)=O)(C)(C)C.[ClH:41]>>[ClH:41].[ClH:41].[CH3:32][O:31][C:29]([CH2:28][O:27][C:24]1[CH:23]=[CH:22][C:21]([N:18]2[CH2:19][CH2:20][CH:15]([CH:14]([CH:11]3[CH2:10][CH2:9][NH:8][CH2:13][CH2:12]3)[NH:33][CH2:34][C:35]3[CH:40]=[CH:39][CH:38]=[CH:37][CH:36]=3)[CH2:16][CH2:17]2)=[CH:26][CH:25]=1)=[O:30] |f:2.3.4|. Procedure: Prepared from 4-[(1-tert-butyloxycarbonylpiperidin-4-yl)-N-benzylaminomethyl]-1-(4-methoxycarbonylmethyloxyphenyl)piperidine and ethereal hydrochloric acid. Reaction SMILES: [C:1]([CH2:2][C:3](=[O:4])[CH3:5])(=[O:6])[O:7][CH3:8].[CH2:11]([Li:12])[CH2:13][CH2:14][CH3:15].[CH2:33]1[O:34][CH2:35][CH2:36][CH2:37]1.[CH3:38][CH2:39][CH2:40][CH2:41][CH2:42][CH3:43].[Cl:16][c:17]1[cH:18][c:19]([CH3:32])[c:20]([CH2:28][CH2:29][CH:30]=[O:31])[c:21]2[cH:22][c:23]([Cl:27])[cH:24][cH:25][c:26]12.[H-:9].[Na+:10]>>[C:1]([CH2:2][C:3](=[O:4])[CH2:5][CH:30]([CH2:29][CH2:28][c:20]1[c:19]([CH3:32])[cH:18][c:17]([Cl:16])[c:26]2[c:21]1[cH:22][c:23]([Cl:27])[cH:24][cH:25]2)[OH:31])(=[O:6])[O:7][CH3:8]. The product is COC(=O)CC(=O)CC(O)CCc1c(C)cc(Cl)c2ccc(Cl)cc12. Reactants: COC(=O)CC(C)=O, [Li]CCCC, C1CCOC1, CCCCCC, Cc1cc(Cl)c2ccc(Cl)cc2c1CCC=O, [H-], [Na+]. Starting materials: FC1=C(CNC(=O)NNC(=O)C=2SC(=CC2)Cl)C=CC=C1 (N-(2-fluorobenzyl)-2-(5-chlorthiophen-2-carbonyl)-hydrazinecarboxamide), Cl (hydrochloric acid). Run in O (water), [OH-].[Na+] (sodium hydroxide). Yields the product ClC1=CC=C(S1)C=1N(C(NN1)=O)CC1=C(C=CC=C1)F (5-(5-chlorothiophen-2-yl)-4-(2-fluorobenzyl)-2,4-dihydro-3H-1,2,4-triazol-3-one). RXN SMILES: [F:1][C:2]1[CH:21]=[CH:20][CH:19]=[CH:18][C:3]=1[CH2:4][NH:5][C:6]([NH:8][NH:9][C:10]([C:12]1[S:13][C:14]([Cl:17])=[CH:15][CH:16]=1)=O)=[O:7].Cl>[OH-].[Na+].O>[Cl:17][C:14]1[S:13][C:12]([C:10]2[N:5]([CH2:4][C:3]3[CH:18]=[CH:19][CH:20]=[CH:21][C:2]=3[F:1])[C:6](=[O:7])[NH:8][N:9]=2)=[CH:16][CH:15]=1 |f:2.3|. Procedure details: 6.3 g (19.2 mmol) of the compound from Example 151A are heated overnight under reflux in 38.4 ml of 4 N aqueous sodium hydroxide. After cooling to RT, the mixture is diluted with water and adjusted to pH 10 by addition of 1 N hydrochloric acid. The product is extracted several times with ethyl acetate. The combined organic phases are washed with water to a neutral pH value, then washed with saturated sodium chloride solution and dried over sodium sulphate. After filtration, the solvent is remove... The reactants are CC(C)(C)OC(=O)N1CCNCC1, Fc1ccc(I)cn1. The product is CC(C)(C)OC(=O)N1CCN(c2ccc(I)cn2)CC1. RXN SMILES: [C:9](=[O:10])([O:11][C:12]([CH3:13])([CH3:14])[CH3:15])[N:16]1[CH2:17][CH2:18][NH:19][CH2:20][CH2:21]1.[F:1][c:2]1[n:3][cH:4][c:5]([I:8])[cH:6][cH:7]1>>[c:2]1([N:19]2[CH2:18][CH2:17][N:16]([C:9](=[O:10])[O:11][C:12]([CH3:13])([CH3:14])[CH3:15])[CH2:21][CH2:20]2)[n:3][cH:4][c:5]([I:8])[cH:6][cH:7]1.